Dataset: the Open Reaction Database (ORD), a public repository of structured organic reaction records. Task: describe an organic reaction: reactants, conditions, products, and yield Starting materials: O=C([O-])O, CCOC(C)=O, Cl, NC(Cc1ccc(C(F)(F)F)cc1)C(O)c1ccc(F)cc1, [Na+], O, O=C(Cl)c1cccc2ccccc12. Product: O=C(NC(Cc1ccc(C(F)(F)F)cc1)C(O)c1ccc(F)cc1)c1cccc2ccccc12. RXN SMILES: [C:37](=[O:38])([O-:39])[OH:40].[CH3:42][CH2:43][O:44][C:45](=[O:46])[CH3:47].[ClH:1].[F:2][c:3]1[cH:4][cH:5][c:6]([CH:9]([CH:10]([CH2:11][c:12]2[cH:13][cH:14][c:15]([C:18]([F:19])([F:20])[F:21])[cH:16][cH:17]2)[NH2:22])[OH:23])[cH:7][cH:8]1.[Na+:41].[OH2:48].[c:24]1([C:34](=[O:35])[Cl:36])[cH:25][cH:26][cH:27][c:28]2[cH:29][cH:30][cH:31][cH:32][c:33]12>>[F:2][c:3]1[cH:4][cH:5][c:6]([CH:9]([CH:10]([CH2:11][c:12]2[cH:13][cH:14][c:15]([C:18]([F:19])([F:20])[F:21])[cH:16][cH:17]2)[NH:22][C:34]([c:24]2[cH:25][cH:26][cH:27][c:28]3[cH:29][cH:30][cH:31][cH:32][c:33]23)=[O:35])[OH:23])[cH:7][cH:8]1. The reactants are C(C1=CC=CC=C1)OC([C@@H](N)CC1=CC=CC=C1)=O (phenylalanine benzyl ester), O=C(OC(Cl)(Cl)Cl)Cl (diphosgene), C (charcoal), hexamethyleneimine, hexamethyleneimine. Solvent: C1(=CC=CC=C1)C (toluene). Run at time 8 hour. Yields the product C(C1=CC=CC=C1)OC([C@H](CC1=CC=CC=C1)NC(=O)N1CCCCCC1)=O ((S)-2-[(Azepane-1-carbonyl)-amino]-3-phenyl-propionic acid benzyl ester). Yield: 166.1%. RXN SMILES: [CH2:1]([O:8][C:9](=[O:19])[C@H:10]([CH2:12][C:13]1[CH:18]=[CH:17][CH:16]=[CH:15][CH:14]=1)[NH2:11])[C:2]1[CH:7]=[CH:6][CH:5]=[CH:4][CH:3]=1.O=C(Cl)[O:22][C:23](Cl)(Cl)Cl.[CH4:28]>C1(C)C=CC=CC=1>[CH2:1]([O:8][C:9](=[O:19])[C@@H:10]([NH:11][C:23]([N:11]1[CH2:10][CH2:12][CH2:13][CH2:14][CH2:15][CH2:28]1)=[O:22])[CH2:12][C:13]1[CH:18]=[CH:17][CH:16]=[CH:15][CH:14]=1)[C:2]1[CH:3]=[CH:4][CH:5]=[CH:6][CH:7]=1. Reported procedure: A solution of phenylalanine benzyl ester (8.80 g, 23.4 mmol) in toluene was treated with diphosgene (4.63 g, 23.4 mmol) and activated charcoal (100 mg). The resulting suspension was heated at reflux for 4.5 hours then cooled to room temperature and stirred overnight. The reaction mixture was filtered through celite and concentrated. The residue was dissolved in EtOAc, cooled to 0° C. and treated with hexamethyleneimine (2.32 g, 23.4 mmol) and stirred for 2 hours. Additional hexamethyleneimine (1... Reactants: [Br-], O=C1C=CCC1, CCOC(=O)C[S+](C)C, COC(C)(C)C, CC#N, C1CCC2=NCCCN2CC1. Yields the product CCOC(=O)C1C2CCC(=O)C21. RXN SMILES: [Br-:1].[C:22]1(=[O:27])[CH:23]=[CH:24][CH2:25][CH2:26]1.[CH2:2]([CH3:3])[O:4][C:5](=[O:6])[CH2:7][S+:8]([CH3:9])[CH3:10].[CH3:28][O:29][C:30]([CH3:31])([CH3:32])[CH3:33].[CH3:34][C:35]#[N:36].[N:11]12[CH2:12][CH2:13][CH2:14][N:15]=[C:16]1[CH2:17][CH2:18][CH2:19][CH2:20][CH2:21]2>>[CH2:2]([CH3:3])[O:4][C:5](=[O:6])[CH:7]1[CH:23]2[C:22](=[O:27])[CH2:26][CH2:25][CH:24]12. Starting materials: CC(C)(C)O, O=Cc1cc(Cl)cc(Cl)c1Cl, [Na+], [OH-], OO. Product: O=C(O)c1cc(Cl)cc(Cl)c1Cl. Reaction SMILES: [C:16]([OH:17])([CH3:18])([CH3:19])[CH3:20].[Cl:1][c:2]1[c:3]([CH:4]=[O:5])[cH:6][c:7]([Cl:11])[cH:8][c:9]1[Cl:10].[Na+:13].[OH-:12].[OH:14][OH:15]>>[Cl:1][c:2]1[c:3]([C:4](=[O:5])[OH:12])[cH:6][c:7]([Cl:11])[cH:8][c:9]1[Cl:10]. The reactants are FC(C(=O)NC1=C(C=CC=C1)C=CC=NN(C)C)(F)F (4-(2-trifluoroacetamidophenyl)-1-dimethylamino-1-aza-1,3-butadiene), C(C)(=O)OC(C)=O (acetic anhydride), O=C1C=2C=CC(NC2C(C=C1)=O)=O (5,8-dioxocarbostyril). The reagents and catalysts are [Pd] (Pd/C). Solvent: C(C)#N (acetonitrile). Product: OC=1C=CC=2C(C=3C(=CC=NC3C(C2N1)=O)C1=C(C=CC=C1)NC(C(F)(F)F)=O)=O (8-Hydroxy-4-(2-trifluoroacetamidophenyl)pyrido[3,2-g]-quinoline-5,10-dione). Yield: 16.4%. RXN SMILES: [F:1][C:2]([F:20])([F:19])[C:3]([NH:5][C:6]1[CH:11]=[CH:10][CH:9]=[CH:8][C:7]=1[CH:12]=[CH:13][CH:14]=[N:15]N(C)C)=[O:4].C(OC(=O)C)(=O)C.[O:28]=[C:29]1[CH:38]=[CH:37][C:36](=[O:39])[C:35]2[NH:34][C:33](=[O:40])[CH:32]=[CH:31][C:30]1=2>C(#N)C.[Pd]>[OH:40][C:33]1[CH:32]=[CH:31][C:30]2[C:29](=[O:28])[C:38]3[C:12]([C:7]4[CH:8]=[CH:9][CH:10]=[CH:11][C:6]=4[NH:5][C:3](=[O:4])[C:2]([F:1])([F:19])[F:20])=[CH:13][CH:14]=[N:15][C:37]=3[C:36](=[O:39])[C:35]=2[N:34]=1. Procedure: 1.9 g (6.5 mmol) of 4-(2-trifluoroacetamidophenyl)-1-dimethylamino-1-aza-1,3-butadiene, 2.2 mL of acetic anhydride and 1.6 g of Pd/C (10%) are successively added to a solution of 5,8-dioxocarbostyril (1.04 g, 5.9 mmol) in 500 mL of acetonitrile. The reaction medium is refluxed for 15 hours under nitrogen. After evaporating off the solvent on a rotary evaporator, the crude product obtained is purified by flash chromatography on silica (CH2Cl2 and then 95/5 CH2Cl2/MeOH) to give 400 mg of a yellow ... Reactants: FC1=CC=2C(=C3N=C4C=CC=CC4=C3[NH+](C2C=C1)C)Cl (2-fluoro-5-methyl-11-chloroquindolinium), [OH-].[K+] (KOH). Solvent: C(Cl)(Cl)Cl (chloroform). The product is FC1=CC=2C(=C3N=C4C=CC=CC4=C3N(C2C=C1)C)Cl (2-Fluoro-5-methyl-11-chloroquindoline). The yield is 96.6%. As a reaction SMILES: [F:1][C:2]1[CH:18]=[CH:17][C:16]2[NH+:15]([CH3:19])[C:14]3[C:6]([N:7]=[C:8]4[C:13]=3[CH:12]=[CH:11][CH:10]=[CH:9]4)=[C:5]([Cl:20])[C:4]=2[CH:3]=1.[OH-].[K+]>C(Cl)(Cl)Cl>[F:1][C:2]1[CH:18]=[CH:17][C:16]2[N:15]([CH3:19])[C:14]3[C:6]([N:7]=[C:8]4[C:13]=3[CH:12]=[CH:11][CH:10]=[CH:9]4)=[C:5]([Cl:20])[C:4]=2[CH:3]=1 |f:1.2|. Procedure: To a suspension of the triflate salt obtained in Example 23 (2.34 g, 5.38 mmol) in chloroform (500 mL) was added aqueous 5% KOH. The chloroform layer was separated and the aqueous layer was extracted with chloroform (5×350 mL). The ensuing emulsion was separated from the aqueous layer. Anhydrous Na2CO3 was added to the emulsion until it obtained a paste-like consistency. The aqueous layer was repeatedly extracted with chloroform until the aqueous layer was no longer purple. The Na2CO3 paste was ... Starting materials: O=S(=O)(Cl)c1cccc(Br)c1, CC#N, Nc1ccccc1, [Na+], [Na+], O=C([O-])[O-], O. The product is O=S(=O)(Nc1ccccc1)c1cccc(Br)c1. RXN SMILES: [Br:1][c:2]1[cH:3][c:4]([S:8](=[O:9])(=[O:10])[Cl:11])[cH:5][cH:6][cH:7]1.[CH3:25][C:26]#[N:27].[NH2:12][c:13]1[cH:14][cH:15][cH:16][cH:17][cH:18]1.[Na+:19].[Na+:20].[O-:21][C:22](=[O:23])[O-:24].[OH2:28]>>[Br:1][c:2]1[cH:3][c:4]([S:8](=[O:9])(=[O:10])[NH:12][c:13]2[cH:14][cH:15][cH:16][cH:17][cH:18]2)[cH:5][cH:6][cH:7]1.